This data is from the Open Reaction Database (ORD), a public repository of structured organic reaction records. The task is: describe an organic reaction: reactants, conditions, products, and yield Reactants: O=C([O-])[O-], Cc1ncc(C(C(=O)O)C(C)(C)C)cn1, CC(C)=O, CCOC(C)=O, ClCCl, Fc1ccc(CBr)cc1Oc1ccccc1, [K+], [K+]. Yields the product Cc1ncc(C(C(=O)OCc2ccc(F)c(Oc3ccccc3)c2)C(C)(C)C)cn1. RXN SMILES: [C:1](=[O:2])([O-:3])[O-:4].[CH3:23][c:24]1[n:25][cH:26][c:27]([CH:30]([C:31](=[O:32])[OH:33])[C:34]([CH3:35])([CH3:36])[CH3:37])[cH:28][n:29]1.[CH3:41][C:42](=[O:43])[CH3:44].[CH3:45][CH2:46][O:47][C:48](=[O:49])[CH3:50].[Cl:38][CH2:39][Cl:40].[F:7][c:8]1[c:9]([O:16][c:17]2[cH:18][cH:19][cH:20][cH:21][cH:22]2)[cH:10][c:11]([CH2:12][Br:13])[cH:14][cH:15]1.[K+:5].[K+:6]>>[F:7][c:8]1[c:9]([O:16][c:17]2[cH:18][cH:19][cH:20][cH:21][cH:22]2)[cH:10][c:11]([CH2:12][O:33][C:31]([CH:30]([c:27]2[cH:26][n:25][c:24]([CH3:23])[n:29][cH:28]2)[C:34]([CH3:35])([CH3:36])[CH3:37])=[O:32])[cH:14][cH:15]1. The reactants are C1(CC1)CC(=O)C1=C(C(=O)O)C=C(C=C1)OC (2-(2-cyclopropylacetyl)-5-methoxybenzoic acid), O.NN (hydrazine hydrate). The product is C1(CC1)CC1=NNC(C2=CC(=CC=C12)OC)=O (4-Cyclopropylmethyl-7-methoxy-2H-phthalazin-1-one). As a reaction SMILES: [CH:1]1([CH2:4][C:5]([C:7]2[CH:15]=[CH:14][C:13]([O:16][CH3:17])=[CH:12][C:8]=2[C:9](O)=[O:10])=O)[CH2:3][CH2:2]1.O.[NH2:19][NH2:20]>>[CH:1]1([CH2:4][C:5]2[C:7]3[C:8](=[CH:12][C:13]([O:16][CH3:17])=[CH:14][CH:15]=3)[C:9](=[O:10])[NH:20][N:19]=2)[CH2:3][CH2:2]1 |f:1.2|. Reported procedure: This compound is obtained according to the procedure described in 1.2. by reacting unpurified 2-(2-cyclopropylacetyl)-5-methoxybenzoic acid with hydrazine hydrate. Procedure details: A mixture of 15 g of sodium bicarbonate and 9.2 g of (N-amino)pyrrole in 50 ml of dichloromethane was treated over a period of fifteen minutes with 11.4 ml of ethyl chloroformate. The reaction mixture was then stirred at ambient temperature for four hours and filtered. The filtrate was washed with water followed by a saturated solution of sodium chloride, dried over anhydrous magnesium sulfate, and filtered. Concentration afforded 17 g of N-(1H-pyrrol-1-yl)carbamic acid ethyl ester, m.p. 60°-61°... Run in ClCCl (dichloromethane). As a reaction SMILES: C(=O)(O)[O-].[Na+].[NH2:6][N:7]1[CH:11]=[CH:10][CH:9]=[CH:8]1.Cl[C:13]([O:15][CH2:16][CH3:17])=[O:14]>ClCCl>[CH2:16]([O:15][C:13](=[O:14])[NH:6][N:7]1[CH:11]=[CH:10][CH:9]=[CH:8]1)[CH3:17] |f:0.1|. Conditions: time 4 hour. Starting materials: C([O-])(O)=O.[Na+] (sodium bicarbonate), NN1C=CC=C1 ((N-amino)pyrrole), ClC(=O)OCC (ethyl chloroformate). The product is C(C)OC(NN1C=CC=C1)=O (N-(1H-pyrrol-1-yl)carbamic acid ethyl ester). The reactants are CC1=C(N=C(O1)C1=CC=C(C=C1)C)CCOC1=CC=C(C=C1)C[C@@H](C(=O)OCC)NCC1=CC=C(C=C1)F (Ethyl(S)-3-[4-[2-[5-methyl-2-(4-methylphenyl)-1,3-oxazol-4-yl]ethoxy]phenyl]-2-(4-fluorobenzylamino)propionate), ClC1=C(C=O)C=CC=C1 (2-chlorobenzaldehyde). Product: CC1=C(N=C(O1)C1=CC=CC=C1)CCOC1=CC=C(C=C1)C[C@@H](C(=O)OC)NCC1=C(C=CC=C1)Cl (Methyl(S)-3-[4-[2-(5-methyl-2-phenyl-1,3-oxazol-4-yl)ethoxy]phenyl]-2-(2-chlorobenzylamino)propionate). RXN SMILES: [CH3:1][C:2]1[O:6][C:5]([C:7]2[CH:12]=[CH:11][C:10](C)=[CH:9][CH:8]=2)=[N:4][C:3]=1[CH2:14][CH2:15][O:16][C:17]1[CH:22]=[CH:21][C:20]([CH2:23][C@H:24]([NH:30][CH2:31][C:32]2[CH:37]=[CH:36][C:35](F)=[CH:34][CH:33]=2)[C:25]([O:27][CH2:28]C)=[O:26])=[CH:19][CH:18]=1.[Cl:39]C1C=CC=CC=1C=O>>[CH3:1][C:2]1[O:6][C:5]([C:7]2[CH:12]=[CH:11][CH:10]=[CH:9][CH:8]=2)=[N:4][C:3]=1[CH2:14][CH2:15][O:16][C:17]1[CH:22]=[CH:21][C:20]([CH2:23][C@H:24]([NH:30][CH2:31][C:32]2[CH:37]=[CH:36][CH:35]=[CH:34][C:33]=2[Cl:39])[C:25]([O:27][CH3:28])=[O:26])=[CH:19][CH:18]=1. Procedure details: In the same manner as in Example 7, 466.5 mg of the title compound was obtained as colorless oil from 609.3 mg of Referential Compound 3 and 230 μL of 2-chlorobenzaldehyde. Starting materials: Cl.C1(=CC=CC=C1)C(OC1CCN(CC1)CCCOC1=C(C=CC=C1)[N+](=O)[O-])C=1SC=CC1 (4-(phenyl-2-thienylmethoxy)-1-[3-(2-nitrophenoxy)propyl]piperidine hydrochloride). Run in C([O-])([O-])=O.[Na+].[Na+] (sodium carbonate). The product is C1(=CC=CC=C1)C(OC1CCN(CC1)CCCOC1=C(C=CC=C1)[N+](=O)[O-])C=1SC=CC1 (4-(phenyl-2-thienylmethoxy)-1-[3-(2-nitrophenoxy)propyl]piperidine). Isolated yield 89.7%. As a reaction SMILES: Cl.[C:2]1([CH:8]([C:29]2[S:30][CH:31]=[CH:32][CH:33]=2)[O:9][CH:10]2[CH2:15][CH2:14][N:13]([CH2:16][CH2:17][CH2:18][O:19][C:20]3[CH:25]=[CH:24][CH:23]=[CH:22][C:21]=3[N+:26]([O-:28])=[O:27])[CH2:12][CH2:11]2)[CH:7]=[CH:6][CH:5]=[CH:4][CH:3]=1>C(=O)([O-])[O-].[Na+].[Na+]>[C:2]1([CH:8]([C:29]2[S:30][CH:31]=[CH:32][CH:33]=2)[O:9][CH:10]2[CH2:11][CH2:12][N:13]([CH2:16][CH2:17][CH2:18][O:19][C:20]3[CH:25]=[CH:24][CH:23]=[CH:22][C:21]=3[N+:26]([O-:28])=[O:27])[CH2:14][CH2:15]2)[CH:7]=[CH:6][CH:5]=[CH:4][CH:3]=1 |f:0.1,2.3.4|. Reported procedure: In 20 ml of 5% aqueous sodium carbonate solution was suspended 1.0 g of the hydrochloride obtained in the above. The resultant solution was extracted with ethyl acetate and the organic layer was washed with water. The solvent was removed under reduced pressure to give 0.83 g of oily 4-(phenyl-2-thienylmethoxy)-1-[3-(2-nitrophenoxy)propyl]piperidine.